describe an organic reaction: reactants, conditions, products, and yield From a dataset of the Open Reaction Database (ORD), a public repository of structured organic reaction records. Starting materials: O=CC(Cl)(Cl)Cl (chloral), solution, C1(=CC=CC=C1)P(C1=CC=CC=C1)C1=CC=CC=C1 (triphenylphosphine), ClC1=CC=C(C=C1)N=C=O (p-chlorophenyl isocyanate), C(CCCCCCCCCCC)N=C=O (dodecyl isocyanate). Solvent: C1=CC=CC=C1 (benzene). Product: O=CC(Cl)(Cl)Cl.ClC1=CC=C(C=C1)N=C=O.C(CCCCCCCCCCC)N=C=O (chloral p-chlorophenyl isocyanate dodecyl isocyanate). As a reaction SMILES: [O:1]=[CH:2][C:3]([Cl:6])([Cl:5])[Cl:4].[Cl:7][C:8]1[CH:13]=[CH:12][C:11]([N:14]=[C:15]=[O:16])=[CH:10][CH:9]=1.[CH2:17]([N:29]=[C:30]=[O:31])[CH2:18][CH2:19][CH2:20][CH2:21][CH2:22][CH2:23][CH2:24][CH2:25][CH2:26][CH2:27][CH3:28].C1(P(C2C=CC=CC=2)C2C=CC=CC=2)C=CC=CC=1>C1C=CC=CC=1>[O:1]=[CH:2][C:3]([Cl:6])([Cl:5])[Cl:4].[Cl:7][C:8]1[CH:13]=[CH:12][C:11]([N:14]=[C:15]=[O:16])=[CH:10][CH:9]=1.[CH2:17]([N:29]=[C:30]=[O:31])[CH2:18][CH2:19][CH2:20][CH2:21][CH2:22][CH2:23][CH2:24][CH2:25][CH2:26][CH2:27][CH3:28] |f:5.6.7|. Reported procedure: The procedure of Example 82 was repeated, using a mixture of 140 ml. chloral, 7 ml. p-chlorophenyl isocyanate, 2 ml. dodecyl isocyanate and 6.0 ml. of a 1 molar solution of triphenylphosphine in benzene. A tough, clear sheet of chloral/p-chlorophenyl isocyanate/dodecyl isocyanate terpolymer was obtained.